Dataset: the Open Reaction Database (ORD), a public repository of structured organic reaction records. Task: describe an organic reaction: reactants, conditions, products, and yield The reactants are OC1=CC=C2CCC(C2=C1[N+](=O)[O-])=O (6-hydroxy-7-nitro-1indanone), C([O-])([O-])=O.[K+].[K+] (potassium carbonate), ice water, BrCC(=O)OCC (ethyl bromoacetate). Solvent: CN(C=O)C (N,N-dimethylformamide). The product is [N+](=O)([O-])C1=C2C(CCC2=CC=C1OCC(=O)OCC)=O (Ethyl [(4-nitro-3-oxoindan-5-yl)oxy]acetate). The yield is 94.3%. Reaction SMILES: [OH:1][C:2]1[C:10]([N+:11]([O-:13])=[O:12])=[C:9]2[C:5]([CH2:6][CH2:7][C:8]2=[O:14])=[CH:4][CH:3]=1.C(=O)([O-])[O-].[K+].[K+].Br[CH2:22][C:23]([O:25][CH2:26][CH3:27])=[O:24]>CN(C)C=O>[N+:11]([C:10]1[C:2]([O:1][CH2:22][C:23]([O:25][CH2:26][CH3:27])=[O:24])=[CH:3][CH:4]=[C:5]2[C:9]=1[C:8](=[O:14])[CH2:7][CH2:6]2)([O-:13])=[O:12] |f:1.2.3|. Procedure: To a solution of 6-hydroxy-7-nitro-1indanone (8.0 g, 41 mmol.) in N,N-dimethylformamide (50 mL) was added potassium carbonate (11.7 g, 82 mmol.). The mixture was stirred under ice-cooling, to which was added dropwise ethyl bromoacetate (5.5 mL, 50 mmol.). The reaction mixture was then stirred for one hour at room temperature, which was poured into ice-water, followed by extracting the organic matter with ethyl acetate. The extract solution was washed with a saturated aqueous saline solution and ... Starting materials: C(C)(=O)O.BrC=1C(=NC=CC1)NC(=N)NCC1=C(C=CC=C1OC)OC (N-(3-bromopyridin-2-yl)-N′-(2,6-dimethoxybenzyl)guanidine acetate), tetrakis-(triphenylphosphine)palladium(0), C1(=CC=CC=C1)OB(O)O (phenylboric acid), C([O-])([O-])=O.[Na+].[Na+] (sodium carbonate). Reaction conditions: temperature 110 celsius, time 16 hour. Product: COC1=C(CNC(=N)NC2=NC=CC=C2C2=CC=CC=C2)C(=CC=C1)OC (N-(2,6-dimethoxybenzyl)-N′-(3-phenylpyridin-2-yl)guanidine). Isolated yield 24.1%. Reaction SMILES: C(O)(=O)C.Br[C:6]1[C:7]([NH:12][C:13]([NH:15][CH2:16][C:17]2[C:22]([O:23][CH3:24])=[CH:21][CH:20]=[CH:19][C:18]=2[O:25][CH3:26])=[NH:14])=[N:8][CH:9]=[CH:10][CH:11]=1.[C:27]1(OB(O)O)[CH:32]=[CH:31][CH:30]=[CH:29][CH:28]=1.C(=O)([O-])[O-].[Na+].[Na+]>>[CH3:26][O:25][C:18]1[CH:19]=[CH:20][CH:21]=[C:22]([O:23][CH3:24])[C:17]=1[CH2:16][NH:15][C:13]([NH:12][C:7]1[C:6]([C:27]2[CH:32]=[CH:31][CH:30]=[CH:29][CH:28]=2)=[CH:11][CH:10]=[CH:9][N:8]=1)=[NH:14] |f:0.1,3.4.5|. Procedure details: The preparation was carried out analogously to Example 56, using 0.200 g (0.470 mmol) N-(3-bromopyridin-2-yl)-N′-(2,6-dimethoxybenzyl)guanidine acetate, 0.086 g (0.705 mmol) phenylboric acid, 0.149 g (1.411 mmol) sodium carbonate, and 0.038 g (0.033 mmol) tetrakis-(triphenylphosphine)palladium(0). The mixture was likewise heated in a reaction block for 20 hr at 110° C. under a nitrogen atmosphere. However, after this reaction time the starting material/product ratio was still 1:1. Therefore, fur...